Dataset: the Open Reaction Database (ORD), a public repository of structured organic reaction records. Task: describe an organic reaction: reactants, conditions, products, and yield Starting materials: CSc1ncc(C(=O)c2ccccc2Cl)c(O)n1, O=P(Cl)(Cl)Cl. Product: CSc1ncc(C(=O)c2ccccc2Cl)c(Cl)n1. Reaction SMILES: [Cl:1][c:2]1[c:3]([C:8](=[O:9])[c:10]2[c:11]([OH:18])[n:12][c:13]([S:16][CH3:17])[n:14][cH:15]2)[cH:4][cH:5][cH:6][cH:7]1.[P:19]([Cl:20])([Cl:21])([Cl:22])=[O:23]>>[Cl:1][c:2]1[c:3]([C:8](=[O:9])[c:10]2[c:11]([Cl:21])[n:12][c:13]([S:16][CH3:17])[n:14][cH:15]2)[cH:4][cH:5][cH:6][cH:7]1. Reactants: CC=1C=C(C=C(C1OC)C)C(CCC(=O)O)=O (4-(3,5-dimethyl-4-methoxyphenyl)-4-oxobutyric acid), zinc amalgam, C(C)(=O)O (acetic acid), Cl (hydrochloric acid). The solvent is O (water). The product is CC=1C=C(C=C(C1O)C)CCCC(=O)O (4-(3,5-dimethyl-4-hydroxyphenyl)butyric acid). As a reaction SMILES: [CH3:1][C:2]1[CH:3]=[C:4]([C:11](=O)[CH2:12][CH2:13][C:14]([OH:16])=[O:15])[CH:5]=[C:6]([CH3:10])[C:7]=1[O:8]C.C(O)(=O)C.Cl>O>[CH3:1][C:2]1[CH:3]=[C:4]([CH2:11][CH2:12][CH2:13][C:14]([OH:16])=[O:15])[CH:5]=[C:6]([CH3:10])[C:7]=1[OH:8]. Reported procedure: A mixture of 4-(3,5-dimethyl-4-methoxyphenyl)-4-oxobutyric acid (13 g), zinc amalgam [prepared from zinc (15 g) and mercuric chloride (1.5 g)], glacial acetic acid (70 ml), water (70 ml) and concentrated hydrochloric acid (170 ml) was heated at reflux for 12 hr. The cooled mixture was filtered and the filtrate was poured into water (1 liter). The mixture was extracted with ethyl acetate and the organic fraction was washed four times with water. The dried (MgSO4) organic fraction was evaporated t... Starting materials: CN1CCC(CC1)=O (N-Methyl-4-piperidone), [N+](=O)([O-])CCC=1C=C2C=CNC2=CC1 (5-(2-nitroethyl)-1H-indole), [NH4+].[OH-] (NH4OH), ice. The solvent is C(C)(=O)O (acetic acid). Run at temperature 100 celsius. The product is CN1CCC(=CC1)C1=CNC2=CC=C(C=C12)CC[N+](=O)[O-] (3-(1-Methyl-1,2,3,6-tetrahydro-4-pyridyl)-5-(2-nitroethyl)-1H-indole). Isolated yield 46.4%. RXN SMILES: [CH3:1][N:2]1[CH2:7][CH2:6][C:5](=O)[CH2:4][CH2:3]1.[N+:9]([CH2:12][CH2:13][C:14]1[CH:15]=[C:16]2[C:20](=[CH:21][CH:22]=1)[NH:19][CH:18]=[CH:17]2)([O-:11])=[O:10].[NH4+].[OH-]>C(O)(=O)C>[CH3:1][N:2]1[CH2:7][CH:6]=[C:5]([C:17]2[C:16]3[C:20](=[CH:21][CH:22]=[C:14]([CH2:13][CH2:12][N+:9]([O-:11])=[O:10])[CH:15]=3)[NH:19][CH:18]=2)[CH2:4][CH2:3]1 |f:2.3|. Procedure: N-Methyl-4-piperidone (Aldrich, 4.2 g) was added to a solution of the product from step (c) (2.3 g) in glac. acetic acid (35 ml) at 100° C. The resulting solution was heated at 100° C. for 1 hour, cooled and poured into a mixture of 0.88 NH4OH (61 ml) and ice (61 g). The resulting solid was filtered off, dried and recrystallised from ethanol to give the desired product as a white solid (1.6 g). Starting materials: O=[N+]([O-])c1ccc(F)c(Br)c1F, CS(C)=O, Cl, [K+], [OH-], O. The product is O=[N+]([O-])c1ccc(F)c(Br)c1O. Reaction SMILES: [Br:1][c:2]1[c:3]([F:12])[c:4]([N+:9](=[O:10])[O-:11])[cH:5][cH:6][c:7]1[F:8].[CH3:16][S:17](=[O:18])[CH3:19].[ClH:15].[K+:14].[OH-:13].[OH2:20]>>[Br:1][c:2]1[c:3]([OH:13])[c:4]([N+:9](=[O:10])[O-:11])[cH:5][cH:6][c:7]1[F:8]. Procedure details: [2-(3-Cycloheptyl-3-cyclopentyl-ureido)-thiazol-5-ylsulfanyl]-propionic acid ethyl ester pre-pared as described in general procedure (A) using cycloheptyl-cyclopentylamine and 5-aminothiazole-2-mercaptoacetic acid ethyl ester. Hydrolysis using general procedure (F) gave the title compound The product is C1(CCCCCC1)N(C(NC=1SC(=CN1)SCCC(=O)O)=O)C1CCCC1 (3-[2-(3-Cycloheptyl-3-cyclopentyl-ureido)-thiazol-5-ylsulfanyl]-propionic acid). The reactants are C(C)OC(C(C)SC1=CN=C(S1)NC(=O)N(C1CCCC1)C1CCCCCC1)=O ([2-(3-Cycloheptyl-3-cyclopentyl-ureido)-thiazol-5-ylsulfanyl]-propionic acid ethyl ester), C1(CCCCCC1)NC1CCCC1 (cycloheptyl-cyclopentylamine), NC1=CN=CS1.C(C)OC(CS)=O (5-aminothiazole 2-mercaptoacetic acid ethyl ester). RXN SMILES: C(OC(=O)[CH:5]([S:7][C:8]1[S:12][C:11]([NH:13][C:14]([N:16]([CH:22]2[CH2:28][CH2:27][CH2:26][CH2:25][CH2:24][CH2:23]2)[CH:17]2[CH2:21][CH2:20][CH2:19][CH2:18]2)=[O:15])=[N:10][CH:9]=1)[CH3:6])C.C1(NC2CCCC2)CCCCCC1.NC1SC=NC=1.C([O:51][C:52](=[O:55])CS)C>>[CH:22]1([N:16]([CH:17]2[CH2:18][CH2:19][CH2:20][CH2:21]2)[C:14](=[O:15])[NH:13][C:11]2[S:12][C:8]([S:7][CH2:5][CH2:6][C:52]([OH:55])=[O:51])=[CH:9][N:10]=2)[CH2:23][CH2:24][CH2:25][CH2:26][CH2:27][CH2:28]1 |f:2.3|. Reactants: O=C1CCC(=O)N1Br, O=CO, Cl, CC1(C)N=C(c2ccccc2F)c2cc([N+](=O)[O-])ccc2NC1=O. The product is CC1(C)N=C(c2ccccc2F)c2cc([N+](=O)[O-])cc(Br)c2NC1=O. Reaction SMILES: [Br:25][N:26]1[C:27](=[O:28])[CH2:29][CH2:30][C:31]1=[O:32].[CH:34]([OH:35])=[O:36].[ClH:33].[F:1][c:2]1[c:3]([C:8]2=[N:9][C:10]([CH3:23])([CH3:24])[C:11](=[O:22])[NH:12][c:13]3[c:14]2[cH:15][c:16]([N+:19](=[O:20])[O-:21])[cH:17][cH:18]3)[cH:4][cH:5][cH:6][cH:7]1>>[F:1][c:2]1[c:3]([C:8]2=[N:9][C:10]([CH3:23])([CH3:24])[C:11](=[O:22])[NH:12][c:13]3[c:14]2[cH:15][c:16]([N+:19](=[O:20])[O-:21])[cH:17][c:18]3[Br:25])[cH:4][cH:5][cH:6][cH:7]1. Starting materials: C1COC2(CCC(CC2)(C2=CC=C(C=C2)OC)C#N)O1 (4-cyano-4-(4-methoxyphenyl)cyclohexanone ethylene ketal), ethylene ketal, [OH-].[K+] (potassium hydroxide), C(CO)O (ethylene glycol). The solvent is O (water). Product: C(=O)(O)C1(CCC(CC1)=O)C1=CC=C(C=C1)OC (4-carboxy-4-(4-methoxyphenyl)cyclohexanone). The yield is 83.1%. RXN SMILES: C1O[C:4]2([CH2:9][CH2:8][C:7]([C:18]#N)([C:10]3[CH:15]=[CH:14][C:13]([O:16][CH3:17])=[CH:12][CH:11]=3)[CH2:6][CH2:5]2)[O:3]C1.[OH-:21].[K+].C(O)C[OH:25]>O>[C:18]([C:7]1([C:10]2[CH:11]=[CH:12][C:13]([O:16][CH3:17])=[CH:14][CH:15]=2)[CH2:6][CH2:5][C:4](=[O:3])[CH2:9][CH2:8]1)([OH:25])=[O:21] |f:1.2|. Reported procedure: A mixture of 27.98 g. (0.103 mole) of 4-cyano-4-(4-methoxyphenyl)cyclohexanone ethylene ketal (prepared in Example 21) and 28 g. of potassium hydroxide in 280 ml. of ethylene glycol is heated at reflux for about 16 hours. The resulting solution is allowed to cool, diluted with water and washed with ether. The aqueous layer is covered with ether and then cautiously acidified. The aqueous layer is extracted with two additional portions of ether and the extracts combined. The extracts are evaporate...